Dataset: the Open Reaction Database (ORD), a public repository of structured organic reaction records. Task: describe an organic reaction: reactants, conditions, products, and yield Starting materials: ClC1=C(COC=2C=CC=C3C=CC(=NC23)C)C(=CC=C1OCOC)Cl (8-[2,6-dichloro-3-(methoxymethoxy)benzyloxy]-2-methylquinoline), Cl (hydrochloric acid). The solvent is CO (methanol). Reaction conditions: time 5 minute. Product: ClC1=C(COC=2C=CC=C3C=CC(=NC23)C)C(=CC=C1O)Cl (8-(2,6-dichloro-3-hydroxybenzyloxy)-2-methylquinoline). Isolated yield 52.9%. As a reaction SMILES: [Cl:1][C:2]1[C:20]([O:21]COC)=[CH:19][CH:18]=[C:17]([Cl:25])[C:3]=1[CH2:4][O:5][C:6]1[CH:7]=[CH:8][CH:9]=[C:10]2[C:15]=1[N:14]=[C:13]([CH3:16])[CH:12]=[CH:11]2.Cl>CO>[Cl:1][C:2]1[C:20]([OH:21])=[CH:19][CH:18]=[C:17]([Cl:25])[C:3]=1[CH2:4][O:5][C:6]1[CH:7]=[CH:8][CH:9]=[C:10]2[C:15]=1[N:14]=[C:13]([CH3:16])[CH:12]=[CH:11]2. Reported procedure: To a solution of 8-[2,6-dichloro-3-(methoxymethoxy)benzyloxy]-2-methylquinoline (1.57 g) in methanol was dropwise added conc. hydrochloric acid (2.7 ml) at 0° C., and the mixture was stirred for 5 minutes. The solvent was removed, and water was added thereto. The mixture was neutralized with saturated sodium bicarbonate solution, and the resulting participates were collected by filtration to give 8-(2,6-dichloro-3-hydroxybenzyloxy)-2-methylquinoline (734 mg) as a solid. Reactants: CC1(OC[C@H](O1)CN1N=C(C=C1)NC(C(CC(C)C)N1N=CC(=CC1=O)ON1N=NC2=C1C=CC=C2)=O)C (2-[4-(benzotriazol-1-yloxy)-6-oxo-6H-pyridazin-1-yl]-4-methyl-pentanoic acid [1-((R)-2,2-dimethyl-[1,3]dioxolan-4-ylmethyl)-1H-pyrazol-3-yl]-amide), C1(=CC=CC=2CCCCC12)O (5,6,7,8-tetrahydro-naphthalen-1-ol). Yields the product CC1(OC[C@H](O1)CN1N=C(C=C1)NC(C(CC(C)C)N1N=CC(=CC1=O)OC1=CC=CC=2CCCCC12)=O)C (4-methyl-2-[6-oxo-4-(5,6,7,8-tetrahydro-naphthalen-1-yloxy)-6H-pyridazin-1-yl]-pentanoic acid [1-((R)-2,2-dimethyl-[1,3]dioxolan-4-ylmethyl)-1H-pyrazol-3-yl]-amide). Reaction SMILES: [CH3:1][C:2]1([CH3:38])[O:6][C@H:5]([CH2:7][N:8]2[CH:12]=[CH:11][C:10]([NH:13][C:14](=[O:37])[CH:15]([N:20]3[C:25](=[O:26])[CH:24]=[C:23]([O:27]N4C5C=CC=CC=5N=N4)[CH:22]=[N:21]3)[CH2:16][CH:17]([CH3:19])[CH3:18])=[N:9]2)[CH2:4][O:3]1.[C:39]1(O)[C:48]2[CH2:47][CH2:46][CH2:45][CH2:44][C:43]=2[CH:42]=[CH:41][CH:40]=1>>[CH3:1][C:2]1([CH3:38])[O:6][C@H:5]([CH2:7][N:8]2[CH:12]=[CH:11][C:10]([NH:13][C:14](=[O:37])[CH:15]([N:20]3[C:25](=[O:26])[CH:24]=[C:23]([O:27][C:47]4[C:48]5[CH2:39][CH2:40][CH2:41][CH2:42][C:43]=5[CH:44]=[CH:45][CH:46]=4)[CH:22]=[N:21]3)[CH2:16][CH:17]([CH3:18])[CH3:19])=[N:9]2)[CH2:4][O:3]1. Procedure: Using the method described in Example 109, Step 2, 2-[4-(benzotriazol-1-yloxy)-6-oxo-6H-pyridazin-1-yl]-4-methyl-pentanoic acid [1-((R)-2,2-dimethyl-[1,3]dioxolan-4-ylmethyl)-1H-pyrazol-3-yl]-amide (Example 109, Step 1) and 5,6,7,8-tetrahydro-naphthalen-1-ol afforded 4-methyl-2-[6-oxo-4-(5,6,7,8-tetrahydro-naphthalen-1-yloxy)-6H-pyridazin-1-yl]-pentanoic acid [1-((R)-2,2-dimethyl-[1,3]dioxolan-4-ylmethyl)-1H-pyrazol-3-yl]-amide as a white solid as a mixture of diastereomers (197.3 mg, 77%). Reactants: CCBr, CC=O, [Cl-], CC(C)=CCc1ccc(Cl)cc1, I, [Mg], [NH4+], C1CCOC1. The product is CC(C)=CCc1ccc(C(C)O)cc1. Reaction SMILES: [CH2:3]([Br:4])[CH3:5].[CH:18]([CH3:19])=[O:20].[Cl-:21].[Cl:6][c:7]1[cH:8][cH:9][c:10]([CH2:13][CH:14]=[C:15]([CH3:16])[CH3:17])[cH:11][cH:12]1.[I:2].[Mg:1].[NH4+:22].[O:23]1[CH2:24][CH2:25][CH2:26][CH2:27]1>>[c:7]1([CH:18]([CH3:19])[OH:20])[cH:8][cH:9][c:10]([CH2:13][CH:14]=[C:15]([CH3:16])[CH3:17])[cH:11][cH:12]1. Starting materials: NC[C@@H]1[C@H]2CC(C[C@H]2CN1C(=O)C=1N=C(SC1C=1C=C(C=CC1)C)C)C ([(1S,2S,5R)-2-aminomethyl-7-methyl-3-aza-bicyclo[3.3.0]oct-3-yl]-(2-methyl-5-m-tolyl-thiazol-4-yl)-methanone), FC(OC=1C=C(C(=O)O)C=CC1)(F)F (3-(trifluoromethoxy)-benzoic acid). Product: CC1C[C@H]2CN([C@@H]([C@H]2C1)CNC(C1=CC(=CC=C1)OC(F)(F)F)=O)C(=O)C=1N=C(SC1C=1C=C(C=CC1)C)C ((1S,2S,5R)—N-[7-Methyl-3-(2-methyl-5-m-tolyl-thiazole-4-carbonyl)-3-aza-bicyclo[3.3.0]oct-2-ylmethyl]-3-trifluoromethoxy-benzamide). RXN SMILES: [NH2:1][CH2:2][C@H:3]1[N:10]([C:11]([C:13]2[N:14]=[C:15]([CH3:25])[S:16][C:17]=2[C:18]2[CH:19]=[C:20]([CH3:24])[CH:21]=[CH:22][CH:23]=2)=[O:12])[CH2:9][C@H:8]2[C@@H:4]1[CH2:5][CH:6]([CH3:26])[CH2:7]2.[F:27][C:28]([F:40])([F:39])[O:29][C:30]1[CH:31]=[C:32]([CH:36]=[CH:37][CH:38]=1)[C:33](O)=[O:34]>>[CH3:26][CH:6]1[CH2:5][C@H:4]2[C@H:8]([CH2:9][N:10]([C:11]([C:13]3[N:14]=[C:15]([CH3:25])[S:16][C:17]=3[C:18]3[CH:19]=[C:20]([CH3:24])[CH:21]=[CH:22][CH:23]=3)=[O:12])[C@@H:3]2[CH2:2][NH:1][C:33](=[O:34])[C:32]2[CH:36]=[CH:37][CH:38]=[C:30]([O:29][C:28]([F:27])([F:39])[F:40])[CH:31]=2)[CH2:7]1. Procedure: prepared by reaction of [(1S,2S,5R)-2-aminomethyl-7-methyl-3-aza-bicyclo[3.3.0]oct-3-yl]-(2-methyl-5-m-tolyl-thiazol-4-yl)-methanone with 3-(trifluoromethoxy)-benzoic acid Starting materials: CC1CNCC(C)N1, O=[N+]([O-])c1ccc(F)c(F)c1. The product is CC1CN(c2ccc([N+](=O)[O-])cc2F)CC(C)N1. As a reaction SMILES: [CH3:12][CH:13]1[NH:14][CH:15]([CH3:19])[CH2:16][NH:17][CH2:18]1.[F:1][c:2]1[c:3]([F:11])[cH:4][c:5]([N+:8](=[O:9])[O-:10])[cH:6][cH:7]1>>[c:2]1([N:17]2[CH2:16][CH:15]([CH3:19])[NH:14][CH:13]([CH3:12])[CH2:18]2)[c:3]([F:11])[cH:4][c:5]([N+:8](=[O:9])[O-:10])[cH:6][cH:7]1. The reactants are C(C)(C)N(CC)C(C)C (diisopropylethylamine), NC1CCN(CC1)S(=O)(=O)C=1C=C2CCN(C2=CC1)C(=O)C1CC1 ([5-(4-Amino-piperidine-1-sulfonyl)-2,3-dihydro-indol-1-yl]-cyclopropyl-methanone), C(C=C)(=O)Cl (acryloyl chloride). Run in CCOC(=O)C (EtOAc), C1CCOC1 (THF). Run at time 3 hour. The product is C1(CC1)C(=O)N1CCC2=CC(=CC=C12)S(=O)(=O)N1CCC(CC1)NC(C=C)=O (N-[1-(1-Cyclopropanecarbonyl-2,3-dihydro-1H-indole-5-sulfonyl)-piperidin-4-yl]-acrylamide). Isolated yield 34.7%. Reaction SMILES: [NH2:1][CH:2]1[CH2:7][CH2:6][N:5]([S:8]([C:11]2[CH:12]=[C:13]3[C:17](=[CH:18][CH:19]=2)[N:16]([C:20]([CH:22]2[CH2:24][CH2:23]2)=[O:21])[CH2:15][CH2:14]3)(=[O:10])=[O:9])[CH2:4][CH2:3]1.C(N(C(C)C)CC)(C)C.[C:34](Cl)(=[O:37])[CH:35]=[CH2:36]>C1COCC1.CCOC(C)=O>[CH:22]1([C:20]([N:16]2[C:17]3[C:13](=[CH:12][C:11]([S:8]([N:5]4[CH2:6][CH2:7][CH:2]([NH:1][C:34](=[O:37])[CH:35]=[CH2:36])[CH2:3][CH2:4]4)(=[O:10])=[O:9])=[CH:19][CH:18]=3)[CH2:14][CH2:15]2)=[O:21])[CH2:23][CH2:24]1. Procedure details: [5-(4-Amino-piperidine-1-sulfonyl)-2,3-dihydro-indol-1-yl]-cyclopropyl-methanone (0.09 g, 0.25 mmol) was dissolved in THF (5 ml). To this was added diisopropylethylamine (0.2 ml, 1.0 mmol) in one portion followed by the drop wise addition of acryloyl chloride (0.02 ml, 0.27 mmol) and the mixture was stirred at room temperature under a nitrogen atmosphere for 3 hours. After this time the mixture was diluted with EtOAc (50 ml) and washed sequentially with HCl (1M solution, 20 ml), NaOH (1M solutio...